This data is from the Open Reaction Database (ORD), a public repository of structured organic reaction records. The task is: describe an organic reaction: reactants, conditions, products, and yield The reactants are COC=1C=C(C=CC1OC)CC#N ((3,4-Dimethoxyphenyl)acetonitrile), [NH4+].[Cl-] (NH4Cl), C[Si](C)(C)[N-][Si](C)(C)C.[Na+] (sodium bis(trimethylsilyl)amide), BrC(C)C (2-bromopropane). The solvent is O1CCCC1 (tetrahydrofuran). Run at temperature -30 celsius, time 10 minute. The product is COC=1C=C(C=CC1OC)C(C#N)C(C)C (2-(3,4-dimethoxyphenyl)-3-methylbutanenitrile). As a reaction SMILES: [CH3:1][O:2][C:3]1[CH:4]=[C:5]([CH2:11][C:12]#[N:13])[CH:6]=[CH:7][C:8]=1[O:9][CH3:10].C[Si]([N-][Si](C)(C)C)(C)C.[Na+].Br[CH:25]([CH3:27])[CH3:26].[NH4+].[Cl-]>O1CCCC1>[CH3:1][O:2][C:3]1[CH:4]=[C:5]([CH:11]([CH:25]([CH3:27])[CH3:26])[C:12]#[N:13])[CH:6]=[CH:7][C:8]=1[O:9][CH3:10] |f:1.2,4.5|. Procedure: To a solution of 9.99 g (56.4 mmol) of (3,4-Dimethoxyphenyl)acetonitrile in 141 mL of tetrahydrofuran (THF) at −30° C., was slowly added 56.4 mL (56.4 mmol) of sodium bis(trimethylsilyl)amide (NaHMDS, 1.0 M in THF). The mixture was stirred at −30° C. for 10 minutes and 10.6 mL (113.0 mmol) of 2-bromopropane was added. The mixture was heated to reflux for 2 hours (h) then left at 22° C. for about 16 h. A saturated aqueous solution of NH4Cl was added and the mixture was extracted with ethyl acetat... Starting materials: BrC1=CN(C=2CC(CC(C12)=O)(C)C)C1=NC=CC=C1 (3-bromo-6,6-dimethyl-1-(pyridin-2-yl)-4,5,6,7-tetrahydroindol-4-one), C(=O)([O-])[O-].[Cs+].[Cs+] (Cs2CO3), ClC1=CC=C(C=C1)B(O)O (4-chlorophenylboronic acid). The reagents and catalysts are C=1C=CC(=CC1)[P](C=2C=CC=CC2)(C=3C=CC=CC3)[Pd]([P](C=4C=CC=CC4)(C=5C=CC=CC5)C=6C=CC=CC6)([P](C=7C=CC=CC7)(C=8C=CC=CC8)C=9C=CC=CC9)[P](C=1C=CC=CC1)(C=1C=CC=CC1)C=1C=CC=CC1 (tetrakis(triphenylphosphine)palladium). The solvent is COCCOC (ethylene glycol dimethyl ether), O (water). Reaction conditions: temperature 100 celsius. Yields the product ClC1=CC=C(C=C1)C1=CN(C=2CC(CC(C12)=O)(C)C)C1=NC=CC=C1 (3-(4-Chlorophenyl)-6,6-dimethyl-1-(pyridin-2-yl)-4,5,6,7-tetrahydroindol-4-one). Isolated yield 10.7%. As a reaction SMILES: Br[C:2]1[C:10]2[C:9](=[O:11])[CH2:8][C:7]([CH3:13])([CH3:12])[CH2:6][C:5]=2[N:4]([C:14]2[CH:19]=[CH:18][CH:17]=[CH:16][N:15]=2)[CH:3]=1.C([O-])([O-])=O.[Cs+].[Cs+].[Cl:26][C:27]1[CH:32]=[CH:31][C:30](B(O)O)=[CH:29][CH:28]=1>COCCOC.O.C1C=CC([P]([Pd]([P](C2C=CC=CC=2)(C2C=CC=CC=2)C2C=CC=CC=2)([P](C2C=CC=CC=2)(C2C=CC=CC=2)C2C=CC=CC=2)[P](C2C=CC=CC=2)(C2C=CC=CC=2)C2C=CC=CC=2)(C2C=CC=CC=2)C2C=CC=CC=2)=CC=1>[Cl:26][C:27]1[CH:32]=[CH:31][C:30]([C:2]2[C:10]3[C:9](=[O:11])[CH2:8][C:7]([CH3:13])([CH3:12])[CH2:6][C:5]=3[N:4]([C:14]3[CH:19]=[CH:18][CH:17]=[CH:16][N:15]=3)[CH:3]=2)=[CH:29][CH:28]=1 |f:1.2.3,^1:46,48,67,86|. Procedure details: A solution of 3-bromo-6,6-dimethyl-1-(pyridin-2-yl)-4,5,6,7-tetrahydroindol-4-one (50 mg, 0.16 mmol) and tetrakis(triphenylphosphine)palladium (15 mg, 0.01 mmol) in ethylene glycol dimethyl ether (2 mL) at 45° C. was degassed with nitrogen for 30 min. A degassed solution of Cs2CO3 (104 mg, 0.16 mmol) in water (1 mL) was added followed by 4-chlorophenylboronic acid (25 mg, 0. 16 mmol). The solution was heated at 100° C. for 18 h then filtered through celite. The filtrate was partitioned between D... RXN SMILES: [N:1]1[CH:6]=[CH:5][CH:4]=[CH:3][C:2]=1[CH2:7][SH:8].[H-].[Na+].[C:11]([O:15][C:16]([N:18]1[CH2:24][CH2:23][C:22]2[C:25]([CH2:30]Cl)=[C:26]([Cl:29])[CH:27]=[CH:28][C:21]=2[CH2:20][CH2:19]1)=[O:17])([CH3:14])([CH3:13])[CH3:12]>CN(C=O)C.O>[C:11]([O:15][C:16]([N:18]1[CH2:24][CH2:23][C:22]2[C:25]([CH2:30][S:8][CH2:7][C:2]3[CH:3]=[CH:4][CH:5]=[CH:6][N:1]=3)=[C:26]([Cl:29])[CH:27]=[CH:28][C:21]=2[CH2:20][CH2:19]1)=[O:17])([CH3:14])([CH3:13])[CH3:12] |f:1.2|. Product: C(C)(C)(C)OC(=O)N1CCC2=C(CC1)C(=C(C=C2)Cl)CSCC2=NC=CC=C2 (3-tert-butoxycarbonyl-7-chloro-6-(pyridin-2-ylmethylthiomethyl)-2,3,4,5-tetrahydro-1H-benzo[d]azepine). Run at time 2 hour. Starting materials: N1=C(C=CC=C1)CS (2-pyridine methanethiol), [H-].[Na+] (sodium hydride), C(C)(C)(C)OC(=O)N1CCC2=C(CC1)C(=C(C=C2)Cl)CCl (3-tert-butoxycarbonyl-7-chloro-6-chloromethyl-2,3,4,5-tetrahydro-1H-benzo[d]azepine). Run in CN(C)C=O (DMF), O (water), CN(C)C=O (DMF), O (water). Reported procedure: Evaporate a solution of 2-pyridine methanethiol (2.5 mL, 10% in EtOH) in vacuo to obtain neat 2-pyridine methanethiol (250 mg). Immediately dissolve 2-pyridine methanethiol (230 mg, 1.84 mmol) in anhydrous DMF (5 mL) under an atmosphere of nitrogen. Add sodium hydride (100 mg, 2.5 mmol, 60% dispersion in mineral oil) and stir for 10 min. Add a solution of 3-tert-butoxycarbonyl-7-chloro-6-chloromethyl-2,3,4,5-tetrahydro-1H-benzo[d]azepine (550 mg, 1.67 mmol) in anhydrous DMF (1 mL) and stir under... The yield is 39.3%. Starting materials: FC(C(=O)O)(F)F (trifluoroacetic acid), CC1(OC[C@H](O1)C(=O)N1CC=C(CC1)C1=C(C=C(C=C1F)N1C(O[C@H](C1)CN(C(=O)OC(C)(C)C)C1=CC(=NO1)C)=O)F)C (3-(4-(1-(2,2-Dimethyl-1,3-dioxolan-4(S)-ylcarbonyl)-1,2,5,6-tetrahydropyrid-4-yl)-3,5-difluorophenyl)-5(R)(N-(t-butoxycarbonyl)-3-methylisoxazol-5-ylaminomethyl)oxazolidin-2-one), O (water). The solvent is ClCCl (dichloromethane). Run at time 30 minute. The product is O[C@H](C(=O)N1CC=C(CC1)C1=C(C=C(C=C1F)N1C(O[C@H](C1)CNC1=CC(=NO1)C)=O)F)CO (3-(4-(1-(2(S),3-Dihydroxypropanoyl)-1,2,5,6-tetrahydropyrid-4-yl)-3,5-difluorophenyl)-5(S)-(3-methylisoxazol-5-ylaminomethyl)oxazolidin-2-one). The yield is 58.5%. As a reaction SMILES: CC1(C)[O:6][C@H:5]([C:7]([N:9]2[CH2:14][CH2:13][C:12]([C:15]3[C:20]([F:21])=[CH:19][C:18]([N:22]4[CH2:26][C@H:25]([CH2:27][N:28]([C:36]5[O:40][N:39]=[C:38]([CH3:41])[CH:37]=5)C(OC(C)(C)C)=O)[O:24][C:23]4=[O:42])=[CH:17][C:16]=3[F:43])=[CH:11][CH2:10]2)=[O:8])[CH2:4][O:3]1.FC(F)(F)C(O)=O.O>ClCCl>[OH:6][C@@H:5]([CH2:4][OH:3])[C:7]([N:9]1[CH2:14][CH2:13][C:12]([C:15]2[C:20]([F:21])=[CH:19][C:18]([N:22]3[CH2:26][C@H:25]([CH2:27][NH:28][C:36]4[O:40][N:39]=[C:38]([CH3:41])[CH:37]=4)[O:24][C:23]3=[O:42])=[CH:17][C:16]=2[F:43])=[CH:11][CH2:10]1)=[O:8]. Procedure: 3-(4-(1-(2,2-Dimethyl-1,3-dioxolan-4(S)-ylcarbonyl)-1,2,5,6-tetrahydropyrid-4-yl)-3,5-difluorophenyl)-5(R)(N-(t-butoxycarbonyl)-3-methylisoxazol-5-ylaminomethyl)oxazolidin-2-one (400 mg, 0.65 mM) was dissolved in dichloromethane (6 ml) and treated with trifluoroacetic acid (6 ml) at 0°. After stirring for 30 minutes at ambient temperature, water (1.2 ml) was added, and stirring continued for 1 hour. Solvent was removed, the residue dissolved in methanol (20 ml), and treated with aqueous ammonia ... Reactants: Br, [Cu]Br, O=N[O-], Nc1ccc(C(O)(C(F)(F)F)C(F)(F)F)cc1, [Na+], O. Yields the product OC(c1ccc(Br)cc1)(C(F)(F)F)C(F)(F)F. RXN SMILES: [BrH:22].[Cu:24][Br:25].[N:18]([O-:19])=[O:20].[NH2:1][c:2]1[cH:3][cH:4][c:5]([C:8]([C:9]([F:10])([F:11])[F:12])([C:13]([F:14])([F:15])[F:16])[OH:17])[cH:6][cH:7]1.[Na+:21].[OH2:23]>>[c:2]1([Br:22])[cH:3][cH:4][c:5]([C:8]([C:9]([F:10])([F:11])[F:12])([C:13]([F:14])([F:15])[F:16])[OH:17])[cH:6][cH:7]1. Starting materials: CC(C)[Si](Cl)(C(C)C)C(C)C, O=c1ccn(C2CC(O)C(CO)O2)c(=O)[nH]1, CN(C)C=O, O, c1c[nH]cn1. Yields the product CC(C)[Si](OCC1OC(n2ccc(=O)[nH]c2=O)CC1O)(C(C)C)C(C)C. As a reaction SMILES: [CH:22]([CH3:23])([CH3:24])[Si:25]([CH:26]([CH3:27])[CH3:28])([CH:29]([CH3:30])[CH3:31])[Cl:32].[CH:6]1([n:14]2[c:15](=[O:16])[nH:17][c:18](=[O:19])[cH:20][cH:21]2)[CH2:7][CH:8]([OH:9])[CH:10]([CH2:11][OH:12])[O:13]1.[O:34]=[CH:35][N:36]([CH3:37])[CH3:38].[OH2:33].[nH:1]1[cH:2][cH:3][n:4][cH:5]1>>[CH:6]1([n:14]2[c:15](=[O:16])[nH:17][c:18](=[O:19])[cH:20][cH:21]2)[CH2:7][CH:8]([OH:9])[CH:10]([CH2:11][O:12][Si:25]([CH:22]([CH3:23])[CH3:24])([CH:26]([CH3:27])[CH3:28])[CH:29]([CH3:30])[CH3:31])[O:13]1. Reactants: aqueous solution, [Cl-].[NH4+] (ammonium chloride), Grignard reagent, BrC[C@H](COCC1=CC=CC=C1)C(C)C (((S)-2-bromomethyl-3-methylbutoxymethyl)-benzene), [Mg] (magnesium), BrCCBr (1,2-dibromoethane), C(C)(C)(C)OC(=O)N1[C@H]([C@@H](C[C@H]1C=O)C(C)C)C1=CC(=C(C=C1)OC)OCCCOC ((2R,3S,5S)-5-Formyl-3-isopropyl-2-[4-methoxy-3-(3 methoxy-propoxy)-phenyl]pyrrolidine-1-carboxylic acid tert-butyl ester). Solvent: C(C)(C)(C)OC (tert-butylmethyl ether), C(C)OCC (diethylether), O1CCCC1 (tetrahydrofuran). Reaction conditions: time 90 minute. Product: C(C)(C)(C)OC(=O)N1[C@H]([C@@H](C[C@H]1[C@H](C[C@@H](C(C)C)COCC1=CC=CC=C1)O)C(C)C)C1=CC(=C(C=C1)OC)OCCCOC ((2R,3S,5S)-5-((1S,3S)-3-Benzyloxymethyl-1-hydroxy-4-methyl-pentyl)-3-isopropyl-2-[4-methoxy-3-(3 methoxy-propoxy)-phenyl]pyrrolidine-1-carboxylic acid tert-butyl ester). Reaction SMILES: [C:1]([O:5][C:6]([N:8]1[C@H:12]([CH:13]=[O:14])[CH2:11][C@@H:10]([CH:15]([CH3:17])[CH3:16])[C@@H:9]1[C:18]1[CH:23]=[CH:22][C:21]([O:24][CH3:25])=[C:20]([O:26][CH2:27][CH2:28][CH2:29][O:30][CH3:31])[CH:19]=1)=[O:7])([CH3:4])([CH3:3])[CH3:2].Br[CH2:33][C@@H:34]([CH:44]([CH3:46])[CH3:45])[CH2:35][O:36][CH2:37][C:38]1[CH:43]=[CH:42][CH:41]=[CH:40][CH:39]=1.[Mg].BrCCBr.[Cl-].[NH4+]>O1CCCC1.C(OCC)C.C(OC)(C)(C)C>[C:1]([O:5][C:6]([N:8]1[C@H:12]([C@@H:13]([OH:14])[CH2:33][C@H:34]([CH2:35][O:36][CH2:37][C:38]2[CH:43]=[CH:42][CH:41]=[CH:40][CH:39]=2)[CH:44]([CH3:45])[CH3:46])[CH2:11][C@@H:10]([CH:15]([CH3:17])[CH3:16])[C@@H:9]1[C:18]1[CH:23]=[CH:22][C:21]([O:24][CH3:25])=[C:20]([O:26][CH2:27][CH2:28][CH2:29][O:30][CH3:31])[CH:19]=1)=[O:7])([CH3:4])([CH3:3])[CH3:2] |f:4.5|. Procedure details: A solution of 1.98 g of aldehyde 7 in 15 mL of tetrahydrofuran is cooled to 10° C. and is treated with the Grignard reagent prepared by treating 1.23 g of ((S)-2-bromomethyl-3-methylbutoxymethyl)-benzene with 0.12 g of magnesium in diethylether containing 0.043 g of 1,2-dibromoethane at 45° C. The reaction is stirred for 90 minutes at room temperature, then 20 mL of a 25% aqueous solution of ammonium chloride is added, followed by addition of 20 mL of tert-butylmethyl ether. The organic phase is... The reactants are ClC=1C=C(C(=NC1)O)[N+](=O)[O-] (5-chloro-3-nitropyridin-2-ol), [H-].[Na+] (NaH), COC1=CC=C(CCl)C=C1 (4-methoxybenzyl chloride), ice. Run in CN(C)C=O (DMF). Conditions: temperature 80 celsius, time 10 minute. Yields the product ClC=1C=C(C(N(C1)CC1=CC=C(C=C1)OC)=O)[N+](=O)[O-] (5-Chloro-1-(4-methoxybenzyl)-3-nitropyridin-2(1H)-one). Yield: 58.4%. RXN SMILES: [Cl:1][C:2]1[CH:3]=[C:4]([N+:9]([O-:11])=[O:10])[C:5]([OH:8])=[N:6][CH:7]=1.[H-].[Na+].[CH3:14][O:15][C:16]1[CH:23]=[CH:22][C:19]([CH2:20]Cl)=[CH:18][CH:17]=1>CN(C=O)C>[Cl:1][C:2]1[CH:3]=[C:4]([N+:9]([O-:11])=[O:10])[C:5](=[O:8])[N:6]([CH2:20][C:19]2[CH:22]=[CH:23][C:16]([O:15][CH3:14])=[CH:17][CH:18]=2)[CH:7]=1 |f:1.2|. Reported procedure: To a stirred solution of 5-chloro-3-nitropyridin-2-ol (12 g, 68.8 mmol) in DMF (80 ml) was added in several portions NaH (3.30 g, 83 mmol) at 0° C. The reaction mixture was stirred in the ice-bath for 2 hours. Then 4-methoxybenzyl chloride (11.19 ml, 83 mmol) was added and the reaction mixture was heated at 80° C. for 1 hour. The reaction mixture was quenched with aqueous saturated NaHCO3 solution and extracted twice with EtOAc. The organic layers were washed with brine, combined, dried over sod...